This data is from the Open Reaction Database (ORD), a public repository of structured organic reaction records. The task is: describe an organic reaction: reactants, conditions, products, and yield Reactants: FC1=CC=CC=2N=C(SC21)N (7-fluorobenzo[d]thiazol-2-amine), N(=O)OCCC(C)C (isoamyl nitrite), ice water. The solvent is C1CCOC1 (THF). The product is FC1=CC=CC=2N=CSC21 (7-fluorobenzo[d]thiazole). RXN SMILES: [F:1][C:2]1[C:10]2[S:9][C:8](N)=[N:7][C:6]=2[CH:5]=[CH:4][CH:3]=1.N(OCCC(C)C)=O>C1COCC1>[F:1][C:2]1[C:10]2[S:9][CH:8]=[N:7][C:6]=2[CH:5]=[CH:4][CH:3]=1. Reported procedure: To a solution of 7-fluorobenzo[d]thiazol-2-amine 25C (1 g, 5.95 mmol) in THF (10 mL) was added isoamyl nitrite (1.51 g, 12.9 mmol) at room temperature. After refluxing for 3 hr, the reaction mixture was then allowed to cool to room temperature and poured into ice water (50 mL), and then extracted with EtOAc. The organic extract was washed with water and brine, dried and evaporated. The residue was chromatographed on silica gel to get the 7-fluorobenzo[d]thiazole as colorless oil. LC-MS: m/z 154.... The reactants are B, CC1CCCN1CCc1cc2cc(-c3cccc(C(=O)O)c3)ccc2o1, C1CCOC1. The product is CC1CCCN1CCc1cc2cc(-c3cccc(CO)c3)ccc2o1. RXN SMILES: [BH3:27].[CH3:1][CH:2]1[N:3]([CH2:7][CH2:8][c:9]2[o:10][c:11]3[c:12]([cH:13]2)[cH:14][c:15](-[c:18]2[cH:19][c:20]([C:21](=[O:22])[OH:23])[cH:24][cH:25][cH:26]2)[cH:16][cH:17]3)[CH2:4][CH2:5][CH2:6]1.[O:28]1[CH2:29][CH2:30][CH2:31][CH2:32]1>>[CH3:1][CH:2]1[N:3]([CH2:7][CH2:8][c:9]2[o:10][c:11]3[c:12]([cH:13]2)[cH:14][c:15](-[c:18]2[cH:19][c:20]([CH2:21][OH:22])[cH:24][cH:25][cH:26]2)[cH:16][cH:17]3)[CH2:4][CH2:5][CH2:6]1. The reactants are C(C)(C)(C)OC(NC1=C(C=C(C=C1)C#CC1=C(C=C(C=C1)F)F)NC(CC(=O)C1=CC(=CC=C1)C#N)=O)=O ([2-[3-(3-cyano-phenyl)-3-oxo-propionylamino]-4-(2,4-difluoro-phenylethynyl)-phenyl]-carbamic acid tert.-butyl ester), C(=O)(C(F)(F)F)O (TFA). Run in C(Cl)Cl (CH2Cl2). The product is FC1=C(C=CC(=C1)F)C#CC1=CC2=C(N=C(CC(N2)=O)C=2C=C(C#N)C=CC2)C=C1 (3-[7-(2,4-Difluoro-phenylethynyl)-4-oxo-4,5-dihydro-3H-benzo[b][1,4]diazepin-2-yl]-benzonitrile). Reaction SMILES: C(OC(=O)[NH:7][C:8]1[CH:13]=[CH:12][C:11]([C:14]#[C:15][C:16]2C=C[C:19]([F:22])=[CH:18][C:17]=2F)=[CH:10][C:9]=1[NH:24][C:25](=[O:37])[CH2:26][C:27]([C:29]1[CH:34]=[CH:33][CH:32]=[C:31]([C:35]#[N:36])[CH:30]=1)=O)(C)(C)C.[C:39](O)([C:41]([F:44])(F)F)=O>C(Cl)Cl>[F:44][C:41]1[CH:39]=[C:19]([F:22])[CH:18]=[CH:17][C:16]=1[C:15]#[C:14][C:11]1[CH:12]=[CH:13][C:8]2[N:7]=[C:27]([C:29]3[CH:30]=[C:31]([CH:32]=[CH:33][CH:34]=3)[C:35]#[N:36])[CH2:26][C:25](=[O:37])[NH:24][C:9]=2[CH:10]=1. Reported procedure: Prepared from [2-[3-(3-cyano-phenyl)-3-oxo-propionylamino]-4-(2,4-difluoro-phenylethynyl)-phenyl]-carbamic acid tert.-butyl ester (Example K96) by treatment with TFA in CH2Cl2 according to the general procedure M. Obtained as a light yellow solid (87 mg). Reactants: COC(=O)C1=C(C2=C(N=CN=C2Cl)S1)C (4-chloro-5-methyl-thieno[2,3-d]pyrimidine-6-carboxylic acid methyl ester), NC1=C(O[C@@H]2CN(CCC2)C(C(F)(F)F)=O)C=C(C=C1)Cl ((S)-1-(3-(2-amino-5-chlorophenoxy)piperidin-1-yl)-2,2,2-trifluoroethanone). Conditions: time 2 hour. Yields the product COC(=O)C1=C(C2=C(N=CN=C2NC2=C(C=C(C=C2)Cl)O[C@@H]2CN(CCC2)C(C(F)(F)F)=O)S1)C (4-{4-Chloro-2-[(S)-1-(2,2,2-trifluoro-acetyl)-piperidin-3-yloxy]-phenylamino}-5-methyl-thieno[2,3-d]pyrimidine-6-carboxylic acid methyl ester). Reaction SMILES: [CH3:1][O:2][C:3]([C:5]1[S:14][C:8]2[N:9]=[CH:10][N:11]=[C:12](Cl)[C:7]=2[C:6]=1[CH3:15])=[O:4].[NH2:16][C:17]1[CH:35]=[CH:34][C:33]([Cl:36])=[CH:32][C:18]=1[O:19][C@H:20]1[CH2:25][CH2:24][CH2:23][N:22]([C:26](=[O:31])[C:27]([F:30])([F:29])[F:28])[CH2:21]1>>[CH3:1][O:2][C:3]([C:5]1[S:14][C:8]2[N:9]=[CH:10][N:11]=[C:12]([NH:16][C:17]3[CH:35]=[CH:34][C:33]([Cl:36])=[CH:32][C:18]=3[O:19][C@H:20]3[CH2:25][CH2:24][CH2:23][N:22]([C:26](=[O:31])[C:27]([F:30])([F:29])[F:28])[CH2:21]3)[C:7]=2[C:6]=1[CH3:15])=[O:4]. Procedure details: Prepared analogously to example 65.1. from 4-chloro-5-methyl-thieno[2,3-d]pyrimidine-6-carboxylic acid methyl ester and (S)-1-(3-(2-amino-5-chlorophenoxy)piperidin-1-yl)-2,2,2-trifluoroethanone. The temperature was 110° C. for 2 h and no purification with chromatography was necessarily. Reactants: FC(F)(F)CCCBr, O=C([O-])[O-], CN(C)C=O, CCOC(C)=O, [K+], [K+], CC1OC(=O)N2c3ccc(O)cc3CCC12. The product is CC1OC(=O)N2c3ccc(OCCCC(F)(F)F)cc3CCC12. Reaction SMILES: [Br:17][CH2:18][CH2:19][CH2:20][C:21]([F:22])([F:23])[F:24].[C:25](=[O:26])([O-:27])[O-:28].[CH3:31][N:32]([CH3:33])[CH:34]=[O:35].[CH3:36][CH2:37][O:38][C:39](=[O:40])[CH3:41].[K+:29].[K+:30].[OH:1][c:2]1[cH:3][c:4]2[c:9]([cH:10][cH:11]1)[N:8]1[CH:7]([CH2:6][CH2:5]2)[CH:14]([CH3:15])[O:13][C:12]1=[O:16]>>[O:1]([c:2]1[cH:3][c:4]2[c:9]([cH:10][cH:11]1)[N:8]1[CH:7]([CH2:6][CH2:5]2)[CH:14]([CH3:15])[O:13][C:12]1=[O:16])[CH2:18][CH2:19][CH2:20][C:21]([F:22])([F:23])[F:24]. The reactants are O=C1CCC(=O)N1Br, CCOC(=O)c1oc(-c2ccc(C(F)(F)F)cc2)nc1C, Cc1nc(CCc2ccc(C(F)(F)F)cc2)oc1CCl, CC(=O)C(Cl)C(=O)[O-], ClC(Cl)(Cl)Cl, NC(=O)c1ccc(C(F)(F)F)cc1, CC(C)(C#N)N=NC(C)(C)C#N. The product is CCOC(=O)c1oc(-c2ccc(C(F)(F)F)cc2)nc1CBr. RXN SMILES: [Br:63][N:64]1[C:65](=[O:66])[CH2:67][CH2:68][C:69]1=[O:70].[CH2:1]([CH3:2])[O:3][C:4](=[O:5])[c:6]1[c:7]([CH3:21])[n:8][c:9](-[c:11]2[cH:12][cH:13][c:14]([C:17]([F:18])([F:19])[F:20])[cH:15][cH:16]2)[o:10]1.[Cl:22][CH2:23][c:24]1[o:25][c:26]([CH2:27][CH2:28][c:29]2[cH:30][cH:31][c:32]([C:33]([F:34])([F:35])[F:36])[cH:37][cH:38]2)[n:39][c:40]1[CH3:41].[Cl:55][CH:56]([C:57]([CH3:58])=[O:59])[C:60]([O-:61])=[O:62].[Cl:83][C:84]([Cl:85])([Cl:86])[Cl:87].[F:42][C:43]([F:44])([F:45])[c:46]1[cH:47][cH:48][c:49]([C:50]([NH2:51])=[O:52])[cH:53][cH:54]1.[N:71]([C:72]([CH3:73])([CH3:74])[C:75]#[N:76])=[N:77][C:78]([CH3:79])([CH3:80])[C:81]#[N:82]>>[CH2:1]([CH3:2])[O:3][C:4](=[O:5])[c:6]1[c:7]([CH2:21][Br:63])[n:8][c:9](-[c:11]2[cH:12][cH:13][c:14]([C:17]([F:18])([F:19])[F:20])[cH:15][cH:16]2)[o:10]1.